Dataset: the Open Reaction Database (ORD), a public repository of structured organic reaction records. Task: describe an organic reaction: reactants, conditions, products, and yield The reactants are C(C)(C)(C)O (t-butanol), CC1=C(C(C[C@@H]1O)=O)CC#C ((S)-3-methyl-2-(2-propynyl)-4-hydroxycyclopent-2-ene-1one), P(=O)(O)(O)[O-].[Na+] (sodium dihydrogenphosphate), CC(C)([O-])C.[K+] (potassium t-butoxide). Reagents/catalysts: [Br-].C[P+](C1=CC=CC=C1)(C1=CC=CC=C1)C1=CC=CC=C1 (methyltriphenylphosphonium bromide). Solvent: CCOCC (Ether), CCOCC (ether). Conditions: time 6 hour. Yields the product desired product, CC=1[C@H](CC(C1CC#C)=C)O ((S)-2-methyl-4-methylidene-3-(2-propynyl)cyclopent-2-ene-1-ol). As a reaction SMILES: [C:1](O)(C)(C)C.CC(C)([O-])C.[K+].[CH3:12][C:13]1[C@@H:17]([OH:18])[CH2:16][C:15](=O)[C:14]=1[CH2:20][C:21]#[CH:22].P([O-])(O)(O)=O.[Na+]>[Br-].C[P+](C1C=CC=CC=1)(C1C=CC=CC=1)C1C=CC=CC=1.CCOCC>[CH3:12][C:13]1[C@@H:17]([OH:18])[CH2:16][C:15](=[CH2:1])[C:14]=1[CH2:20][C:21]#[CH:22] |f:1.2,4.5,6.7|. Procedure: Ether (70 ml), t-butanol (6.6 ml) and methyltriphenylphosphonium bromide (25 g) were mixed with stirring at room temperature, then potassium t-butoxide (12.9 g) was added to the mixture and then the resulting solution was stirred for 5 hours at the same temperature. To the solution was added a solution of (S)-3-methyl-2-(2-propynyl)-4-hydroxycyclopent-2-ene-1one (12.42 g) in ether (13 ml) under ice-water cooling and the resulting reaction mixture was stirred at the same temperature for 2 hours a... Starting materials: C(#N)[BH3-].[Na+] (sodium cyanoborohydride), NC1=C(C=C(C=C1)OCC#C)C(=O)C1=CC=C(C=C1)C1CC1 ((2-amino-5-propargyloxyphenyl)-(4-cyclopropyl-phenyl)-methanone), C(C1=CC=CC=C1)=O (benzaldehyde), CC(=O)O (AcOH). The solvent is C(C)(=O)OCC (ethyl acetate), O (water), CO (MeOH). The product is C(C1=CC=CC=C1)NC1=C(C=C(C=C1)OCC#C)C(=O)C1=CC=C(C=C1)C1CC1 ((2-benzylamino-5-propargyloxyphenyl)-(4-cyclopropyl-phenyl)-methanone). Reaction SMILES: [NH2:1][C:2]1[CH:7]=[CH:6][C:5]([O:8][CH2:9][C:10]#[CH:11])=[CH:4][C:3]=1[C:12]([C:14]1[CH:19]=[CH:18][C:17]([CH:20]2[CH2:22][CH2:21]2)=[CH:16][CH:15]=1)=[O:13].[CH:23](=O)[C:24]1[CH:29]=[CH:28][CH:27]=[CH:26][CH:25]=1.CC(O)=O.C([BH3-])#N.[Na+]>CO.C(OCC)(=O)C.O>[CH2:23]([NH:1][C:2]1[CH:7]=[CH:6][C:5]([O:8][CH2:9][C:10]#[CH:11])=[CH:4][C:3]=1[C:12]([C:14]1[CH:15]=[CH:16][C:17]([CH:20]2[CH2:21][CH2:22]2)=[CH:18][CH:19]=1)=[O:13])[C:24]1[CH:29]=[CH:28][CH:27]=[CH:26][CH:25]=1 |f:3.4|. Reported procedure: A mixture of 490 mg (1.68 mmol) of the aniline prepared in step D, 256 μl benzaldehyde and 150 μl AcOH in 5 ml MeOH is treated with 200 mg 95% sodium cyanoborohydride. Temperature is kept around rt by a cooling bath. After 5 hours the reaction mixture is distributed between water and ethyl acetate. The crude orange oil obtained after concentration i.V. is purified by chromatography (hexane/ethyl acetate) to yield a yellow solid. m.p. 116-118° C.